This data is from the Open Reaction Database (ORD), a public repository of structured organic reaction records. The task is: describe an organic reaction: reactants, conditions, products, and yield Reactants: CC1OC(OC(O1)C)C (paraldehyde), Cl (hydrochloric acid), [OH-].[K+] (caustic potash), C1(CCCCC1)=O (cyclohexanone). The solvent is CO (methanol), CO (methanol). Run at time 3 hour. Yields the product C(C1C(CCCC1)=O)C1C(CCCC1)=O (2,2'-methylenebiscyclohexanone). Yield: 64.0%. Reaction SMILES: CC1[O:7][CH:6]([CH3:8])OC(C)O1.[OH-].[K+].[C:12]1(=[O:18])[CH2:17][CH2:16][CH2:15][CH2:14][CH2:13]1.Cl>CO>[CH2:14]([CH:13]1[CH2:12][CH2:17][CH2:16][CH2:8][C:6]1=[O:7])[CH:13]1[CH2:14][CH2:15][CH2:16][CH2:17][C:12]1=[O:18] |f:1.2|. Procedure details: A mixture comprising 68 g of paraldehyde, 6 g of caustic potash and 188 g of methanol was added dropwise to a solution comprising 1,000 g of cyclohexanone and 188 g of methanol at 60°-70° C. over a period of 2 hours, and the resulting mixture was stirred for another 3 hours at 60°-70° C. Thereafter, the reaction mixture was decomposed with dilute hydrochloric acid, extracted with ether, washed first with 3% aqueous sodium carbonate, then with saturated aqueous sodium chloride, and dried over anh...